describe an organic reaction: reactants, conditions, products, and yield From a dataset of the Open Reaction Database (ORD), a public repository of structured organic reaction records. Starting materials: [Br-], C1CCOC1, C[Mg+], CCOCC, COc1cc2ncc(Cl)nc2cc1OC, Cl[Ni]Cl. Yields the product COc1cc2ncc(C)nc2cc1OC. As a reaction SMILES: [Br-:16].[CH2:27]1[O:28][CH2:29][CH2:30][CH2:31]1.[CH3:17][Mg+:18].[CH3:19][CH2:20][O:21][CH2:22][CH3:23].[Cl:1][c:2]1[n:3][c:4]2[cH:5][c:6]([O:14][CH3:15])[c:7]([O:12][CH3:13])[cH:8][c:9]2[n:10][cH:11]1.[Ni:24]([Cl:25])[Cl:26]>>[c:2]1([CH3:19])[n:3][c:4]2[cH:5][c:6]([O:14][CH3:15])[c:7]([O:12][CH3:13])[cH:8][c:9]2[n:10][cH:11]1. The reactants are C1=CN2[C@H]3[C@H]([C@@H]([C@H](O3)CO)O)OC2=NC1=O (2,2'-anhydro uridine), C[O-].[Mg+2].C[O-] (magnesium methoxide), C(C)(=O)O (acetic acid). The solvent is CO (methanol). Run at temperature 150 celsius. Yields the product [C@@H]1([C@H](O)[C@H](O)[C@@H](CO)O1)N1C(=O)NC(=O)C=C1 (uridine). RXN SMILES: [CH:1]1[C:15](=[O:16])[N:14]=[C:13]2[N:3]([C@@H:4]3[O:8][C@H:7]([CH2:9][OH:10])[C@@H:6]([OH:11])[C@@H:5]3[O:12]2)[CH:2]=1.C[O-].[Mg+2].C[O-].C(O)(=[O:24])C>CO>[C@@H:4]1([N:3]2[CH:2]=[CH:1][C:15](=[O:16])[NH:14][C:13]2=[O:12])[O:8][C@H:7]([CH2:9][OH:10])[C@@H:6]([OH:11])[C@H:5]1[OH:24] |f:1.2.3|. Procedure: 2,2'-anhydro uridine (1, 75 g, 331.56 mmol) was added to the freshly prepared solution of 15% magnesium methoxide (1218.75 ml, 1.66 mol) in methanol. The mixture was refluxed at 150° C. for five hours. The mixture was cooled down to room temperature and then to 5° C. on ice bath. The pH was adjusted to 7 by using glacial acetic acid. The solution was roto-evaporated to a foam. This solid was refluxed with ethyl alcohol (1500 ml) for two hours. The solid was filtered and filtrate was roto-evapora... The reactants are Nc1cc(Br)cc(Br)c1, C1COCCO1, CC(=O)O, Cc1ccnc(Cl)n1. Product: Cc1ccnc(Nc2cc(Br)cc(Br)c2)n1. RXN SMILES: [Br:1][c:2]1[cH:3][c:4]([NH2:5])[cH:6][c:7]([Br:9])[cH:8]1.[CH2:22]1[O:23][CH2:24][CH2:25][O:26][CH2:27]1.[CH3:18][C:19](=[O:20])[OH:21].[Cl:10][c:11]1[n:12][cH:13][cH:14][c:15]([CH3:17])[n:16]1>>[Br:1][c:2]1[cH:3][c:4]([NH:5][c:11]2[n:12][cH:13][cH:14][c:15]([CH3:17])[n:16]2)[cH:6][c:7]([Br:9])[cH:8]1. The reactants are Cl.C1(CCCCCC1)CN (cycloheptanemethylamine hydrochloride), C(=O)(N1C=NC=C1)N1C=NC=C1 (1,1'-carbonyldiimidazole). Yields the product C1(CCCCCC1)CNC(=O)NCC1CCCCCC1 (1,3-bis(cycloheptylmethyl)urea). The yield is 24.0%. As a reaction SMILES: Cl.[CH:2]1([CH2:9][NH2:10])[CH2:8][CH2:7][CH2:6][CH2:5][CH2:4][CH2:3]1.[C:11]([N:18]1[CH:22]=[CH:21]N=C1)(N1C=CN=C1)=[O:12]>>[CH:2]1([CH2:9][NH:10][C:11]([NH:18][CH2:22][CH:21]2[CH2:5][CH2:4][CH2:3][CH2:2][CH2:8][CH2:7]2)=[O:12])[CH2:8][CH2:7][CH2:6][CH2:5][CH2:4][CH2:3]1 |f:0.1|. Procedure details: In the manner of step (a) of Example 6, cycloheptanemethylamine hydrochloride (R. B. Turner and R. H. Garner, J. Amer. Chem. Soc. 1958, 80:1424-1430; 22.00 g, 0.135 mole) was reacted with 1,1'-carbonyldiimidazole to give 1,3-bis(cycloheptylmethyl)urea as a white powder (4.45 g, 24%), m.p. 106°-108° C.; 1H-NMR (DMSO-d6) consistent with structure. Starting materials: C1CCOC1, O=C(O)C=Cc1ccccc1Cl. Product: O=C(O)CCc1ccccc1Cl. As a reaction SMILES: [CH2:13]1[O:14][CH2:15][CH2:16][CH2:17]1.[Cl:1][c:2]1[c:3]([CH:8]=[CH:9][C:10](=[O:11])[OH:12])[cH:4][cH:5][cH:6][cH:7]1>>[Cl:1][c:2]1[c:3]([CH2:8][CH2:9][C:10](=[O:11])[OH:12])[cH:4][cH:5][cH:6][cH:7]1. Starting materials: C(#N)C(CC1CCN(CC1)C(=O)OC(C)(C)C)OS(=O)(=O)C (tert-butyl 4-{2-cyano-2-[(methylsulfonyl)oxy]ethyl}piperidine-1-carboxylate), FC(C(=O)O)(F)F (trifluoroacetic acid). Run in ClCCl (dichloromethane), ClCCl (dichloromethane). Conditions: time 8 hour. The product is N12C(CC(CC1)CC2)C#N (1-azabicyclo[2.2.2]octane-2-carbonitrile). Isolated yield 39.7%. As a reaction SMILES: [C:1]([CH:3](OS(C)(=O)=O)[CH2:4][CH:5]1[CH2:10][CH2:9][N:8](C(OC(C)(C)C)=O)[CH2:7][CH2:6]1)#[N:2].FC(F)(F)C(O)=O>ClCCl>[N:8]12[CH2:9][CH2:10][CH:5]([CH2:6][CH2:7]1)[CH2:4][CH:3]2[C:1]#[N:2]. Procedure: To a solution of tert-butyl 4-{2-cyano-2-[(methylsulfonyl)oxy]ethyl}piperidine-1-carboxylate (80.0 g) in dichloromethane (200 mL) was added a solution of trifluoroacetic acid (137.0 g) in dichloromethane (200 mL), and the reaction system was stirred at room temperature overnight. The reaction system was concentrated, acetonitrile (200 mL) was added to the residue, and triethylamine (98.0 g) was slowly added at 0° C. The mixture was concentrated, the residue was diluted with dichloromethane, and ...